Task: describe an organic reaction: reactants, conditions, products, and yield. Dataset: the Open Reaction Database (ORD), a public repository of structured organic reaction records The reactants are BrC1=C(C=O)C(=CC(=C1)C(F)(F)F)Cl (2-bromo-6-chloro-4-(trifluoromethyl)benzaldehyde), CC1(OB(OC1(C)C)C=1C=CC(=NC1)C(=O)NCCC(=O)OCC)C (ethyl 3-(5-(4,4,5,5-tetramethyl-1,3,2-dioxaborolan-2-yl)picolinamido)propanoate), C(=O)([O-])[O-].[K+].[K+] (K2CO3). The reagents and catalysts are C1=CC=C(C=C1)P([C-]2C=CC=C2)C3=CC=CC=C3.C1=CC=C(C=C1)P([C-]2C=CC=C2)C3=CC=CC=C3.Cl[Pd]Cl.[Fe+2] (Pd(dppf)Cl2). Run in O1CCOCC1 (1,4-dioxane). Reaction conditions: temperature 90 celsius, time 2 hour. Product: ClC=1C(=C(C=C(C1)C(F)(F)F)C=1C=CC(=NC1)C(=O)NCCC(=O)OCC)C=O (ethyl 3-(5-(3-chloro-2-formyl-5-(trifluoromethyl)phenyl)picolinamido)propanoate). RXN SMILES: Br[C:2]1[CH:9]=[C:8]([C:10]([F:13])([F:12])[F:11])[CH:7]=[C:6]([Cl:14])[C:3]=1[CH:4]=[O:5].CC1(C)C(C)(C)OB([C:23]2[CH:24]=[CH:25][C:26]([C:29]([NH:31][CH2:32][CH2:33][C:34]([O:36][CH2:37][CH3:38])=[O:35])=[O:30])=[N:27][CH:28]=2)O1.C([O-])([O-])=O.[K+].[K+]>O1CCOCC1.C1C=CC(P(C2C=CC=CC=2)[C-]2C=CC=C2)=CC=1.C1C=CC(P(C2C=CC=CC=2)[C-]2C=CC=C2)=CC=1.Cl[Pd]Cl.[Fe+2]>[Cl:14][C:6]1[C:3]([CH:4]=[O:5])=[C:2]([C:23]2[CH:24]=[CH:25][C:26]([C:29]([NH:31][CH2:32][CH2:33][C:34]([O:36][CH2:37][CH3:38])=[O:35])=[O:30])=[N:27][CH:28]=2)[CH:9]=[C:8]([C:10]([F:13])([F:12])[F:11])[CH:7]=1 |f:2.3.4,6.7.8.9|. Procedure: 2-Bromo-6-chloro-4-(trifluoromethyl)benzaldehyde (3.4 g, 11.9 mmol) (as described in Example 72, STEP C), ethyl 3-(5-(4,4,5,5-tetramethyl-1,3,2-dioxaborolan-2-yl)picolinamido)propanoate (5.0 g, 14.3 mmol), Pd(dppf)Cl2 (435 mg, 0.6 mmol), and 2 M K2CO3 (aq) (11.9 mL, 23.8 mmol) were dissolved in 1,4-dioxane (48 mL) and heated to 90° C. After 2 h the temperature was lowered to 80° C. After 14 h the resulting mixture was concentrated, diluted with EtOAc and 4M aqueous NaCl, and the layers were sepa... Reactants: CCOc1ccc(CO)c(F)c1F, CC(C)=O, O=[Cr]O[Cr]=O, O. The product is CCOc1ccc(C(=O)O)c(F)c1F. Reaction SMILES: [CH2:5]([CH3:6])[O:7][c:8]1[c:9]([F:17])[c:10]([F:16])[c:11]([CH2:12][OH:13])[cH:14][cH:15]1.[CH3:1][C:2]([CH3:3])=[O:4].[O:18]=[Cr:19][O:20][Cr:21]=[O:22].[OH2:23]>>[OH:4][C:12]([c:11]1[c:10]([F:16])[c:9]([F:17])[c:8]([O:7][CH2:5][CH3:6])[cH:15][cH:14]1)=[O:13]. Starting materials: C, OCC1OC(n2c(NCc3cccc(NCCCCOCc4ccccc4)c3)nc3ccccc32)C(O)C1O, CCO, [Pd]. The product is OCCCCNc1cccc(CNc2nc3ccccc3n2C2OC(CO)C(O)C2O)c1. RXN SMILES: [C:43].[CH2:1]([c:2]1[cH:3][cH:4][cH:5][cH:6][cH:7]1)[O:8][CH2:9][CH2:10][CH2:11][CH2:12][NH:13][c:14]1[cH:15][c:16]([CH2:17][NH:18][c:19]2[n:20][c:21]3[c:22]([n:23]2[CH:24]2[CH:25]([OH:26])[CH:27]([OH:28])[CH:29]([CH2:31][OH:32])[O:30]2)[cH:33][cH:34][cH:35][cH:36]3)[cH:37][cH:38][cH:39]1.[CH3:40][CH2:41][OH:42].[Pd:44]>>[OH:8][CH2:9][CH2:10][CH2:11][CH2:12][NH:13][c:14]1[cH:15][c:16]([CH2:17][NH:18][c:19]2[n:20][c:21]3[c:22]([n:23]2[CH:24]2[CH:25]([OH:26])[CH:27]([OH:28])[CH:29]([CH2:31][OH:32])[O:30]2)[cH:33][cH:34][cH:35][cH:36]3)[cH:37][cH:38][cH:39]1. Starting materials: O, O=P(Cl)(Cl)Cl, O=c1cnc2ccccc2[nH]1. Yields the product Clc1cnc2ccccc2n1. RXN SMILES: [OH2:17].[P:12]([Cl:13])([Cl:14])([Cl:15])=[O:16].[nH:1]1[c:2](=[O:11])[cH:3][n:4][c:5]2[cH:6][cH:7][cH:8][cH:9][c:10]12>>[n:1]1[c:2]([Cl:14])[cH:3][n:4][c:5]2[cH:6][cH:7][cH:8][cH:9][c:10]12. Reaction SMILES: [Cl:1][CH2:2][C:3](=[O:4])[Cl:5].[Cl:24][CH2:25][Cl:26].[K+:18].[K+:19].[NH2:6][C:7]([CH2:8][OH:9])([CH3:10])[c:11]1[cH:12][c:13]([Br:17])[cH:14][cH:15][cH:16]1.[O-:20][C:21]([O-:22])=[O:23]>>[Cl:1][CH2:2][C:3](=[O:4])[NH:6][C:7]([CH2:8][OH:9])([CH3:10])[c:11]1[cH:12][c:13]([Br:17])[cH:14][cH:15][cH:16]1. Starting materials: O=C(Cl)CCl, ClCCl, [K+], [K+], CC(N)(CO)c1cccc(Br)c1, O=C([O-])[O-]. Product: CC(CO)(NC(=O)CCl)c1cccc(Br)c1. The reactants are COC(=O)C(N)C(C)(C)C, O=C(OC(Cl)(Cl)Cl)OC(Cl)(Cl)Cl, ClCCl, [Na+], O=C([O-])O. Yields the product COC(=O)C(N=C=O)C(C)(C)C. As a reaction SMILES: [CH3:1][C:2]([CH:3]([NH2:4])[C:5](=[O:6])[O:7][CH3:8])([CH3:9])[CH3:10].[Cl:16][C:17]([Cl:18])([O:19][C:20](=[O:21])[O:22][C:23]([Cl:24])([Cl:25])[Cl:26])[Cl:27].[Cl:28][CH2:29][Cl:30].[Na+:15].[O-:11][C:12]([OH:13])=[O:14]>>[CH3:1][C:2]([CH:3]([N:4]=[C:12]=[O:11])[C:5](=[O:6])[O:7][CH3:8])([CH3:9])[CH3:10].